This data is from the Open Reaction Database (ORD), a public repository of structured organic reaction records. The task is: describe an organic reaction: reactants, conditions, products, and yield Reactants: CC(C)=O, CC(=O)Nc1cccc(C2OCCO2)c1, Cc1ccc(S(=O)(=O)O)cc1. The product is CC(=O)Nc1cccc(C=O)c1. Reaction SMILES: [CH3:27][C:28](=[O:29])[CH3:30].[O:1]1[CH:2]([c:6]2[cH:7][c:8]([NH:12][C:13]([CH3:14])=[O:15])[cH:9][cH:10][cH:11]2)[O:5][CH2:4][CH2:3]1.[c:16]1([CH3:17])[cH:18][cH:19][c:20]([S:21]([OH:22])(=[O:23])=[O:24])[cH:25][cH:26]1>>[O:1]=[CH:2][c:6]1[cH:7][c:8]([NH:12][C:13]([CH3:14])=[O:15])[cH:9][cH:10][cH:11]1. As a reaction SMILES: [CH3:1][N:2]([CH3:14])[CH2:3][CH2:4][O:5][C:6]1[CH:13]=[CH:12][C:9]([CH2:10][NH2:11])=[CH:8][CH:7]=1.S(C1C=CC(CCl)=CC=1)(=O)(=O)N.[S:27]([C:31]1[CH:39]=[CH:38][C:34]([C:35](O)=[O:36])=[CH:33][CH:32]=1)(=[O:30])(=[O:29])[NH2:28].S(Cl)(Cl)=O>C(Cl)(Cl)Cl.C(N(CC)CC)C>[CH3:1][N:2]([CH3:14])[CH2:3][CH2:4][O:5][C:6]1[CH:13]=[CH:12][C:9]([CH2:10][NH:11][C:35](=[O:36])[C:34]2[CH:38]=[CH:39][C:31]([S:27](=[O:30])(=[O:29])[NH2:28])=[CH:32][CH:33]=2)=[CH:8][CH:7]=1. Procedure: To a cooled solution of 1.50 g of 4-[2-(dimethylamino)ethoxy]benzylamine and 0.87 g of triethylamine in 10 ml of chloroform was added 1.87 g of 4-sulfamoylbenzyl chloride, which was prepared from 1.71 g of 4-sulfamoylbenzoic acid with 16.3 g of thionyl chloride in the usual way, with stirring. The mixture was stirred at room temperature for 30 minutes and the solvent was evaporated. Hydrochloric acid (10%) was added to the residue and the aqueous solution was washed with ethyl acetate. The aqueo... Yields the product CN(CCOC1=CC=C(CNC(C2=CC=C(C=C2)S(N)(=O)=O)=O)C=C1)C (N-[4-[2-(Dimethylamino)ethoxy]benzyl]-4-sulfamoylbenzamide). Starting materials: CN(CCOC1=CC=C(CN)C=C1)C (4-[2-(dimethylamino)ethoxy]benzylamine), S(N)(=O)(=O)C1=CC=C(CCl)C=C1 (4-sulfamoylbenzyl chloride), S(N)(=O)(=O)C1=CC=C(C(=O)O)C=C1 (4-sulfamoylbenzoic acid), S(=O)(Cl)Cl (thionyl chloride). Isolated yield 40.8%. The solvent is C(Cl)(Cl)Cl (chloroform), C(C)N(CC)CC (triethylamine). Reactants: CCOC(=O)C(F)(CC)CN(Cc1ccccc1)C1CCCC1, CCO, O=C(O)C(F)(F)F, [OH-], [OH-], [Pd+2]. Product: CCOC(=O)C(F)(CC)CNC1CCCC1. As a reaction SMILES: [CH2:1]([c:2]1[cH:3][cH:4][cH:5][cH:6][cH:7]1)[N:8]([CH:9]1[CH2:10][CH2:11][CH2:12][CH2:13]1)[CH2:14][C:15]([C:16](=[O:17])[O:18][CH2:19][CH3:20])([CH2:21][CH3:22])[F:23].[CH3:31][CH2:32][OH:33].[F:24][C:25]([F:26])([F:27])[C:28]([OH:29])=[O:30].[OH-:34].[OH-:35].[Pd+2:36]>>[NH:8]([CH:9]1[CH2:10][CH2:11][CH2:12][CH2:13]1)[CH2:14][C:15]([C:16](=[O:17])[O:18][CH2:19][CH3:20])([CH2:21][CH3:22])[F:23]. Starting materials: O=C([O-])[O-], CCOCC, O=C(Cl)C(Cl)(Cl)Cl, [K+], [K+], O, c1cc[nH]c1. Yields the product O=C(c1ccc[nH]1)C(Cl)(Cl)Cl. RXN SMILES: [C:13](=[O:14])([O-:15])[O-:16].[CH2:19]([O:20][CH2:21][CH3:22])[CH3:23].[Cl:1][C:2]([C:3](=[O:4])[Cl:5])([Cl:6])[Cl:7].[K+:17].[K+:18].[OH2:24].[nH:8]1[cH:9][cH:10][cH:11][cH:12]1>>[Cl:1][C:2]([C:3](=[O:4])[c:9]1[nH:8][cH:12][cH:11][cH:10]1)([Cl:6])[Cl:7]. Reactants: FC(C(=O)O)(F)F.FC(C(=O)O)(F)F.FC(C(=O)O)(F)F.ClC=1C=NC=2NC=3C=NC=C(CCC4=C(C=CC(NC1N2)=C4)NC(CC4CCNCC4)=O)C3 (N-[6-chloro-2,4,8,18,22-pentaazatetracyclo[14.3.1.1(3,7).1(9,13)]docosa-1(20),3(22),4,6,9(21),10,12,16,18-nonaen-12-yl]-2-piperidin-4-ylacetamide tris(trifluoroacetate)), S1C(=NC=C1)C(=O)Cl (1,3-thiazole-2-carbonyl chloride). Product: FC(C(=O)O)(F)F.FC(C(=O)O)(F)F.ClC=1C=NC=2NC=3C=NC=C(CCC4=C(C=CC(NC1N2)=C4)NC(CC4CCN(CC4)C(=O)C=4SC=CN4)=O)C3 (N-[6-Chloro-2,4,8,18,22-pentaazatetracyclo[14.3.1.1(3,7).1(9,13)]docosa-1(20),3(22),4,6,9(21),10,12,16,18-nonaen-12-yl]-2-[1-(1,3-thiazol-2-ylcarbonyl)piperidin-4-yl]acetamide bis(trifluoroacetate)). Isolated yield 37.0%. As a reaction SMILES: [F:1][C:2]([F:7])([F:6])[C:3]([OH:5])=[O:4].[F:8][C:9]([F:14])([F:13])[C:10]([OH:12])=[O:11].FC(F)(F)C(O)=O.[Cl:22][C:23]1[CH:24]=[N:25][C:26]2[NH:27][C:28]3[CH:29]=[N:30][CH:31]=[C:32]([CH:54]=3)[CH2:33][CH2:34][C:35]3[CH:43]=[C:39]([NH:40][C:41]=1[N:42]=2)[CH:38]=[CH:37][C:36]=3[NH:44][C:45](=[O:53])[CH2:46][CH:47]1[CH2:52][CH2:51][NH:50][CH2:49][CH2:48]1.[S:55]1[CH:59]=[CH:58][N:57]=[C:56]1[C:60](Cl)=[O:61]>>[F:1][C:2]([F:7])([F:6])[C:3]([OH:5])=[O:4].[F:8][C:9]([F:14])([F:13])[C:10]([OH:12])=[O:11].[Cl:22][C:23]1[CH:24]=[N:25][C:26]2[NH:27][C:28]3[CH:29]=[N:30][CH:31]=[C:32]([CH:54]=3)[CH2:33][CH2:34][C:35]3[CH:43]=[C:39]([NH:40][C:41]=1[N:42]=2)[CH:38]=[CH:37][C:36]=3[NH:44][C:45](=[O:53])[CH2:46][CH:47]1[CH2:52][CH2:51][N:50]([C:60]([C:56]2[S:55][CH:59]=[CH:58][N:57]=2)=[O:61])[CH2:49][CH2:48]1 |f:0.1.2.3,5.6.7|. Procedure details: The desired compound was prepared according to the procedure of Example A20, using N-[6-chloro-2,4,8,18,22-pentaazatetracyclo[14.3.1.1(3,7).1(9,13)]docosa-1(20),3(22),4,6,9(21),10,12,16,18-nonaen-12-yl]-2-piperidin-4-ylacetamide tris(trifluoroacetate) and 1,3-thiazole-2-carbonyl chloride as starting materials in 37% yield. 1H NMR (300 MHz, DMSO-d6): δ 10.04 (s, 1H), 9.41 (m, 2H), 9.02 (s, 1H), 8.30 (m, 2H), 8.20 (s, 1H), 8.00 (m, 2H), 7.65 (s, 1H), 7.30 (d, 1H), 7.05 (d, 1H), 5.20 (m, 1H), 4.48 ... Starting materials: C, CCOC(=O)C(C)(C)C(=O)C(C)NC(=O)OCc1ccccc1, CO, [Pd]. The product is CC1NC(=O)C(C)(C)C1=O. Reaction SMILES: [C:26].[CH2:1]([O:2][C:3](=[O:7])[NH:11][CH:12]([C:13]([C:14]([C:15]([O:4][CH2:5][CH3:6])=[O:16])([CH3:20])[CH3:21])=[O:22])[CH3:23])[c:8]1[cH:9][cH:10][cH:17][cH:18][cH:19]1.[CH3:24][OH:25].[Pd:27]>>[NH:11]1[CH:12]([CH3:23])[C:13](=[O:22])[C:14]([CH3:20])([CH3:21])[C:15]1=[O:16].